From a dataset of the Open Reaction Database (ORD), a public repository of structured organic reaction records. describe an organic reaction: reactants, conditions, products, and yield The reactants are COC1=CC=C2C(C(CSC2=C1)(C)C1=CC=C(C=C1)OC)CCCCCCCCCSCCCN(C)C (7-methoxy-3-(4-methoxyphenyl)-3-methyl-4-[9-(3-dimethylaminopropylthio)nonyl]thiochroman), Br (hydrobromic acid), C(C)(=O)O (acetic acid). Solvent: O (water). Yields the product OC1=CC=C2C(C(CSC2=C1)(C)C1=CC=C(C=C1)O)CCCCCCCCCSCCCN(C)C (7-hydroxy-3-(4-hydroxyphenyl)-3-methyl-4-[9-(3-dimethylaminopropylthio)nonyl]thiochroman). Reaction SMILES: C[O:2][C:3]1[CH:12]=[C:11]2[C:6]([CH:7]([CH2:22][CH2:23][CH2:24][CH2:25][CH2:26][CH2:27][CH2:28][CH2:29][CH2:30][S:31][CH2:32][CH2:33][CH2:34][N:35]([CH3:37])[CH3:36])[C:8]([C:14]3[CH:19]=[CH:18][C:17]([O:20]C)=[CH:16][CH:15]=3)([CH3:13])[CH2:9][S:10]2)=[CH:5][CH:4]=1.Br.C(O)(=O)C>O>[OH:2][C:3]1[CH:12]=[C:11]2[C:6]([CH:7]([CH2:22][CH2:23][CH2:24][CH2:25][CH2:26][CH2:27][CH2:28][CH2:29][CH2:30][S:31][CH2:32][CH2:33][CH2:34][N:35]([CH3:37])[CH3:36])[C:8]([C:14]3[CH:19]=[CH:18][C:17]([OH:20])=[CH:16][CH:15]=3)([CH3:13])[CH2:9][S:10]2)=[CH:5][CH:4]=1. Reported procedure: A mixture of 7-methoxy-3-(4-methoxyphenyl)-3-methyl-4-[9-(3-dimethylaminopropylthio)nonyl]thiochroman (50 mg, 0.09 mmol), hydrobromic acid (0.13 ml, 48% aqueous solution) and acetic acid (0.15 ml) was heated for 8 hours. After the reaction was completed, water was added to the reaction solution, and the resulting mixture was extracted with ethyl acetate. The organic layer was washed with saturated sodium bicarbonate solution and water, and dried over anhydrous magnesium sulfate. The residue was ... Starting materials: COC=1C=C(C=O)C=CC1OCC=1C(=NN(C1)C1=NC=CC=C1)C (3-methoxy-4-[(3-methyl-1-pyridin-2-yl-1H-pyrazol-4-yl)methoxy]benzaldehyde), O (water), C(C)O (ethanol), [BH4-].[Na+] (sodium borohydride). Run in O1CCCC1 (tetrahydrofuran). Conditions: time 1 hour. The product is COC=1C=C(C=CC1OCC=1C(=NN(C1)C1=NC=CC=C1)C)CO ({3-methoxy-4-[(3-methyl-1-pyridin-2-yl-1H-pyrazol-4-yl)methoxy]phenyl}methanol). Isolated yield 68.8%. Reaction SMILES: [CH3:1][O:2][C:3]1[CH:4]=[C:5]([CH:8]=[CH:9][C:10]=1[O:11][CH2:12][C:13]1[C:14]([CH3:24])=[N:15][N:16]([C:18]2[CH:23]=[CH:22][CH:21]=[CH:20][N:19]=2)[CH:17]=1)[CH:6]=[O:7].C(O)C.[BH4-].[Na+].O>O1CCCC1>[CH3:1][O:2][C:3]1[CH:4]=[C:5]([CH2:6][OH:7])[CH:8]=[CH:9][C:10]=1[O:11][CH2:12][C:13]1[C:14]([CH3:24])=[N:15][N:16]([C:18]2[CH:23]=[CH:22][CH:21]=[CH:20][N:19]=2)[CH:17]=1 |f:2.3|. Reported procedure: To a solution of 3-methoxy-4-[(3-methyl-1-pyridin-2-yl-1H-pyrazol-4-yl)methoxy]benzaldehyde (1.30 g) in tetrahydrofuran (30 mL)-ethanol (10 mL) was gradually added sodium borohydride (0.15 g) at room temperature. After stirring at room temperature for 1 hr, water was added to the reaction mixture, and the mixture was extracted with ethyl acetate. The organic layer was washed with water, dried over anhydrous magnesium sulfate and concentrated. The residue was subjected to silica gel column chroma... Starting materials: C(C)(C)(C)OC=1C(=NC=CN1)C(N1CCC(CC1)C(CC1=C(C=CC=C1)F)=O)F (1-[1-(3-tert-butoxy-fluoro-2-pyrazinylmethyl)piperidin-4-yl]-2-(2-fluorophenyl)ethanone), FC(C(=O)O)(F)F (trifluoroacetic acid). Run at time 1.5 hour. Yields the product FC1=CN=C(C(N1)=O)CN1CCC(CC1)C(CC1=C(C=CC=C1)F)=O (6-Fluoro-3-[4-[2-(2-fluorophenyl)acetyl]piperidino]methyl-1H-pyrazin-2-one). Yield: 93.0%. Reaction SMILES: C([O:5][C:6]1[C:7]([CH:12](F)[N:13]2[CH2:18][CH2:17][CH:16]([C:19](=[O:28])[CH2:20][C:21]3[CH:26]=[CH:25][CH:24]=[CH:23][C:22]=3[F:27])[CH2:15][CH2:14]2)=[N:8][CH:9]=[CH:10][N:11]=1)(C)(C)C.[F:30]C(F)(F)C(O)=O>>[F:30][C:10]1[NH:11][C:6](=[O:5])[C:7]([CH2:12][N:13]2[CH2:18][CH2:17][CH:16]([C:19](=[O:28])[CH2:20][C:21]3[CH:26]=[CH:25][CH:24]=[CH:23][C:22]=3[F:27])[CH2:15][CH2:14]2)=[N:8][CH:9]=1. Reported procedure: After dissolving 122 mg of 1-[1-(3-tert-butoxy-fluoro-2-pyrazinylmethyl)piperidin-4-yl]-2-(2-fluorophenyl)ethanone in 3 ml of trifluoroacetic acid, the mixture was stirred for 1.5 hours at room temperature. The reaction solution was cooled on ice, the pH was adjusted to 7 with a 5% sodium hydroxide solution, and extraction was performed with dichloromethane. The extract was dried over anhydrous magnesium sulfate, and then the solvent was distilled off under reduced pressure. Diethyl ether was ad... Starting materials: CCOC(=O)CCCBr, O=C([O-])[O-], CC(C)=O, Clc1ccc(C(OC2CCNCC2)c2ccccn2)cc1, [K+], [K+]. The product is CCOC(=O)CCCN1CCC(OC(c2ccc(Cl)cc2)c2ccccn2)CC1. Reaction SMILES: [Br:22][CH2:23][CH2:24][CH2:25][C:26](=[O:27])[O:28][CH2:29][CH3:30].[C:31](=[O:32])([O-:33])[O-:34].[CH3:37][C:38](=[O:39])[CH3:40].[Cl:1][c:2]1[cH:3][cH:4][c:5]([CH:8]([O:9][CH:10]2[CH2:11][CH2:12][NH:13][CH2:14][CH2:15]2)[c:16]2[n:17][cH:18][cH:19][cH:20][cH:21]2)[cH:6][cH:7]1.[K+:35].[K+:36]>>[Cl:1][c:2]1[cH:3][cH:4][c:5]([CH:8]([O:9][CH:10]2[CH2:11][CH2:12][N:13]([CH2:23][CH2:24][CH2:25][C:26](=[O:27])[O:28][CH2:29][CH3:30])[CH2:14][CH2:15]2)[c:16]2[n:17][cH:18][cH:19][cH:20][cH:21]2)[cH:6][cH:7]1. RXN SMILES: Br[C:2]1[CH:7]=[CH:6][C:5]([CH:8]([C:21]2[CH:26]=[CH:25][C:24]([S:27]([CH3:30])(=[O:29])=[O:28])=[CH:23][CH:22]=2)[NH:9][C@H:10]([C:15]([NH:17][CH2:18][C:19]#[N:20])=[O:16])[CH2:11][CH:12]([CH3:14])[CH3:13])=[CH:4][CH:3]=1.[CH3:31][S:32][C:33]1[CH:38]=[CH:37][C:36](B(O)O)=[CH:35][CH:34]=1>COCCOC.C(=O)([O-])[O-].[Na+].[Na+].C1C=CC(P(C2C=CC=CC=2)[C-]2C=CC=C2)=CC=1.C1C=CC(P(C2C=CC=CC=2)[C-]2C=CC=C2)=CC=1.Cl[Pd]Cl.[Fe+2]>[C:19]([CH2:18][NH:17][C:15](=[O:16])[C@H:10]([CH2:11][CH:12]([CH3:14])[CH3:13])[NH:9][CH:8]([C:21]1[CH:26]=[CH:25][C:24]([S:27]([CH3:30])(=[O:29])=[O:28])=[CH:23][CH:22]=1)[C:5]1[CH:6]=[CH:7][C:2]([C:36]2[CH:37]=[CH:38][C:33]([S:32][CH3:31])=[CH:34][CH:35]=2)=[CH:3][CH:4]=1)#[N:20] |f:3.4.5,6.7.8.9|. Starting materials: BrC1=CC=C(C=C1)C(N[C@@H](CC(C)C)C(=O)NCC#N)C1=CC=C(C=C1)S(=O)(=O)C (N2-{(4-bromophenyl)[4-(methylsulfonyl)phenyl]methyl}-N1-(cyanomethyl)-L-leucinamide), CSC1=CC=C(C=C1)B(O)O (4-(methylthio)phenylboronic acid). Run at temperature 85 celsius. Reported procedure: A heterogeneous mixture of N2-{(4-bromophenyl)[4-(methylsulfonyl)phenyl]methyl}-N1-(cyanomethyl)-L-leucinamide from step 4 (72 mg, 0.15 mmol), 4-(methylthio)phenylboronic acid (37 mg, 0.22 mmol) in ethylene glycol dimethyl ether (11 mL) and 2M aqueous sodium carbonate was degassed under vacuum and purged with nitrogen. To this mixture was added [1,1′-bis(diphenylphosphino)ferrocene]dichloropalladium(II), dichloromethane complex (19 mg, 0.023 mmol), followed by degassing and purging with nitrogen... The product is C(#N)CNC([C@@H](NC(C1=CC=C(C=C1)C1=CC=C(C=C1)SC)C1=CC=C(C=C1)S(=O)(=O)C)CC(C)C)=O (N1-(cyanomethyl)-N2-{[4-(methylsulfonyl)phenyl][4′-(methylthio)-1,1′-biphenyl-4-yl]methyl}-L-leucinamide). Reagents/catalysts: C1=CC=C(C=C1)P([C-]2C=CC=C2)C3=CC=CC=C3.C1=CC=C(C=C1)P([C-]2C=CC=C2)C3=CC=CC=C3.Cl[Pd]Cl.[Fe+2] ([1,1′-bis(diphenylphosphino)ferrocene]dichloropalladium(II)). Solvent: COCCOC (ethylene glycol dimethyl ether), C([O-])([O-])=O.[Na+].[Na+] (sodium carbonate). Reactants: C(=O)(N1C=NC=C1)N1C=NC=C1 (1,1'-carbonyldiimidazole), C(=O)(OC(C)(C)C)NCC(=O)O (BOC-glycine), CN(C=O)C (N,N-dimethylformamide), O=C1N2[C@H](C=3N(C4=C1C=CC=C4)C=NC3C(N)=NO)CC2 ((S)-9-oxo-12,12a-dihydro-9H,11H-azeto[2,1- c]imidazo[1,5-a][1,4]benzodiazepine-1-carboxamidoxime). Run at time 30 minute. The product is C(=O)(OC(C)(C)C)C1=NC(N(O1)CN)C=1N=CN2C1[C@H]1N(C(C3=C2C=CC=C3)=O)CC1 ((S)-1-(5-BOC-aminomethyl-1,2,4-oxadiazol-3-yl)-12,12a-dihydro-9H,11H-azeto[2,1-c]imidazo[1,5-a][1,4]benzodiazepin-9-one). Yield: 89.0%. As a reaction SMILES: [C:1](NCC(O)=O)([O:3][C:4]([CH3:7])([CH3:6])[CH3:5])=[O:2].[C:13](N1C=CN=C1)([N:15]1C=CN=C1)=O.[O:25]=[C:26]1[C:32]2[CH:33]=[CH:34][CH:35]=[CH:36][C:31]=2[N:30]2[CH:37]=[N:38][C:39]([C:40](=[N:42][OH:43])[NH2:41])=[C:29]2[C@@H:28]2[CH2:44][CH2:45][N:27]12.[CH3:46]N(C)C=O>>[C:1]([C:46]1[O:43][N:42]([CH2:13][NH2:15])[CH:40]([C:39]2[N:38]=[CH:37][N:30]3[C:31]4[CH:36]=[CH:35][CH:34]=[CH:33][C:32]=4[C:26](=[O:25])[N:27]4[CH2:45][CH2:44][C@H:28]4[C:29]=23)[N:41]=1)([O:3][C:4]([CH3:5])([CH3:6])[CH3:7])=[O:2]. Reported procedure: 36.4 g (205 mmol) of BOC-glycine were dissolved in 300 ml of N,N-dimethylformamide and treated portionwise with 35.8 g (220 mmol) of 1,1'-carbonyldiimidazole. The solution was stirred at 50° for 30 minutes, 54.7 g (194 mmol) of (S)-9-oxo-12,12a-dihydro-9H,11H-azeto[2,1- c]imidazo[1,5-a][1,4]benzodiazepine-1-carboxamidoxime were added thereto and the mixture was stirred at 90° overnight. After evaporating the solvent the residue was dissolved in methylene chloride and the solution was washed with... Procedure: 186 b) To a solution of 4-(3-nitro-phenyl)-3,6-dihydro-2H-pyridine-1-carboxylic acid tert-butyl ester (0.50 g, 1.6 mmol) in dichloromethane (5 mL) was added m-CPBA 70-75% (0.57 g, 2.3 mmol). The mixture was stirred at room temperature for 18 hours. The reaction was quenched by the addition of saturated aqueous sodium thiosulfate solution followed by saturated aqueous sodium bicarbonate. The mixture was stirred for 1 hour. The mixture was extracted with dichloromethane (3×20 mL). The combined org... As a reaction SMILES: [C:1]([O:5][C:6]([N:8]1[CH2:13][CH:12]=[C:11]([C:14]2[CH:19]=[CH:18][CH:17]=[C:16]([N+:20]([O-:22])=[O:21])[CH:15]=2)[CH2:10][CH2:9]1)=[O:7])([CH3:4])([CH3:3])[CH3:2].C1C=C(Cl)C=C(C(OO)=[O:31])C=1>ClCCl>[C:1]([O:5][C:6]([N:8]1[CH2:9][CH2:10][C:11]2([C:14]3[CH:19]=[CH:18][CH:17]=[C:16]([N+:20]([O-:22])=[O:21])[CH:15]=3)[CH:12]([O:31]2)[CH2:13]1)=[O:7])([CH3:4])([CH3:2])[CH3:3]. Run at time 18 hour. Run in ClCCl (dichloromethane). Yield: 64.0%. Reactants: C(C)(C)(C)OC(=O)N1CCC(=CC1)C1=CC(=CC=C1)[N+](=O)[O-] (4-(3-nitro-phenyl)-3,6-dihydro-2H-pyridine-1-carboxylic acid tert-butyl ester), C1=CC(=CC(=C1)Cl)C(=O)OO (m-CPBA). Product: C(C)(C)(C)OC(=O)N1CC2OC2(CC1)C1=CC(=CC=C1)[N+](=O)[O-] (6-(3-Nitro-phenyl)-7-oxa-3-aza-bicyclo[4.1.0]heptane-3-carboxylic acid tert-butyl ester), oil. Starting materials: CC(C)(Br)C(=O)c1ccc(CCBr)cc1, CCO, COCCOC, [Na+], [OH-]. Product: CC(C)(O)C(=O)c1ccc(CCBr)cc1. Reaction SMILES: [Br:1][C:2]([C:3](=[O:4])[c:5]1[cH:6][cH:7][c:8]([CH2:11][CH2:12][Br:13])[cH:9][cH:10]1)([CH3:14])[CH3:15].[CH3:18][CH2:19][OH:20].[CH3:21][O:22][CH2:23][CH2:24][O:25][CH3:26].[Na+:17].[OH-:16]>>[C:2]([C:3](=[O:4])[c:5]1[cH:6][cH:7][c:8]([CH2:11][CH2:12][Br:13])[cH:9][cH:10]1)([CH3:14])([CH3:15])[OH:20]. Starting materials: CONS(=O)(=O)c1ccc(C)cc1, CSc1ccc(Cl)c([N+](=O)[O-])c1, CSc1ccc(F)c([N+](=O)[O-])c1, [H-], [Na+], CN(C)C=O, O. The product is CON(c1ccc(SC)cc1[N+](=O)[O-])S(=O)(=O)c1ccc(C)cc1. As a reaction SMILES: [CH3:3][O:4][NH:5][S:6](=[O:7])(=[O:8])[c:9]1[cH:10][cH:11][c:12]([CH3:15])[cH:13][cH:14]1.[Cl:28][c:29]1[cH:30][cH:31][c:32]([S:33][CH3:34])[cH:35][c:36]1[N+:37]([O-:38])=[O:39].[F:16][c:17]1[c:18]([N+:25](=[O:26])[O-:27])[cH:19][c:20]([S:23][CH3:24])[cH:21][cH:22]1.[H-:1].[Na+:2].[O:40]=[CH:41][N:42]([CH3:43])[CH3:44].[OH2:45]>>[CH3:3][O:4][N:5]([S:6](=[O:7])(=[O:8])[c:9]1[cH:10][cH:11][c:12]([CH3:15])[cH:13][cH:14]1)[c:17]1[c:18]([N+:25](=[O:26])[O-:27])[cH:19][c:20]([S:23][CH3:24])[cH:21][cH:22]1.